From a dataset of the Open Reaction Database (ORD), a public repository of structured organic reaction records. describe an organic reaction: reactants, conditions, products, and yield Reactants: ClCCl, CC(=O)OC(C)=O, c1ccc(-c2sc3ccccc3c2N2CCNCC2)cc1. Product: CC(=O)N1CCN(c2c(-c3ccccc3)sc3ccccc23)CC1. As a reaction SMILES: [CH2:29]([Cl:30])[Cl:31].[CH3:1][C:2]([O:3][C:5]([CH3:6])=[O:7])=[O:4].[N:8]1([c:14]2[c:15]3[c:16]([s:17][c:18]2-[c:19]2[cH:20][cH:21][cH:22][cH:23][cH:24]2)[cH:25][cH:26][cH:27][cH:28]3)[CH2:9][CH2:10][NH:11][CH2:12][CH2:13]1>>[C:5]([CH3:6])(=[O:7])[N:11]1[CH2:10][CH2:9][N:8]([c:14]2[c:15]3[c:16]([s:17][c:18]2-[c:19]2[cH:20][cH:21][cH:22][cH:23][cH:24]2)[cH:25][cH:26][cH:27][cH:28]3)[CH2:13][CH2:12]1. Reactants: Cl (HCl), N[C@@H](CC1=CC=CC=C1)C(=O)O (L-phenylalanine), [N+](=O)(O)[O-] (nitric acid). Solvent: S(O)(O)(=O)=O (sulfuric acid). The product is [N+](=O)([O-])C1=CC=C(C[C@H](N)C(=O)O)C=C1 (p-Nitro-L-Phenylalanine). The yield is 43.0%. RXN SMILES: [NH2:1][C@H:2]([C:10]([OH:12])=[O:11])[CH2:3][C:4]1[CH:9]=[CH:8][CH:7]=[CH:6][CH:5]=1.[N+:13]([O-])([OH:15])=[O:14].Cl>S(=O)(=O)(O)O>[N+:13]([C:7]1[CH:8]=[CH:9][C:4]([CH2:3][C@@H:2]([C:10]([OH:12])=[O:11])[NH2:1])=[CH:5][CH:6]=1)([O-:15])=[O:14]. Procedure: Using the procedure of Bergel and Stock as set forth in J. Chem. Soc., 2409-2417 (1954) L-phenylalanine (50 g) was treated with a mixture of concentrated sulfuric acid (150 ml), and fuming nitric acid (28 ml) to produce the nitro compound Yield 26.9 g (43%) mp 232°-234° C., [α]D25 =+9.6° (c=1.77, 1N HCl). Reactants: C(#N)C=C1CCN(CC1)C1=C(C=C(C=C1)N1C(O[C@H](C1)CN)=O)F ((S)-N-{3-[4-(4-cyanomethylidene-piperidin-1-yl)-3-fluorophenyl]-2-oxo-oxazolidin-5-ylmethyl}-amine), C(CO)(=O)O (glycolic acid), C1(CCCCC1)N=C=NC1CCCCC1 (dicyclohexylcarbodiimide). The reagents and catalysts are CN(C1=CC=NC=C1)C (4-dimethylaminopyridine). Run in ClCCl (dichloromethane). Conditions: time 3 hour. Yields the product C(#N)C=C1CCN(CC1)C1=C(C=C(C=C1)N1C(O[C@H](C1)CNC(CO)=O)=O)F ((S)-N-{3-[4-(4-cyanomethylidene-piperidin-1-yl)-3-fluorophenyl]-2-oxo-oxazolidin-5-ylmethyl}-2-hydroxyacetamide). Isolated yield 70.0%. RXN SMILES: [C:1]([CH:3]=[C:4]1[CH2:9][CH2:8][N:7]([C:10]2[CH:15]=[CH:14][C:13]([N:16]3[CH2:20][C@H:19]([CH2:21][NH2:22])[O:18][C:17]3=[O:23])=[CH:12][C:11]=2[F:24])[CH2:6][CH2:5]1)#[N:2].[C:25](O)(=[O:28])[CH2:26][OH:27].C1(N=C=NC2CCCCC2)CCCCC1>CN(C)C1C=CN=CC=1.ClCCl>[C:1]([CH:3]=[C:4]1[CH2:9][CH2:8][N:7]([C:10]2[CH:15]=[CH:14][C:13]([N:16]3[CH2:20][C@H:19]([CH2:21][NH:22][C:26](=[O:27])[CH2:25][OH:28])[O:18][C:17]3=[O:23])=[CH:12][C:11]=2[F:24])[CH2:6][CH2:5]1)#[N:2]. Procedure: The mixture of (S)-N-{3-[4-(4-cyanomethylidene-piperidin-1-yl)-3-fluorophenyl]-2-oxo-oxazolidin-5-ylmethyl}-amine (2.87 mmol), glycolic acid (5.74 mmol), dicyclohexylcarbodiimide (7.17 mmol), 4-dimethylaminopyridine (100 mg) in dichloromethane (50 ml) was stirred for 3 hours. The reaction mixture was filtered. The filtrate was evaporated and the residue was purified by column chromatography over a silica gel to give title compound in 70% yield. Starting materials: C1(=CC=CC=C1)NN (phenylhydrazine), FC1=CC=C(C=C1)CC(=O)C1=CC=C(C=C1)S(=O)(=O)C (2-(4-fluorophenyl)-1-(4-(methylsulfonyl)phenyl)ethanone), CSC1=CC=C(C=O)C=C1 (4-(methylthio)benzaldehyde), FC1=CC=C(CCl)C=C1 (4-fluorobenzyl chloride). The solvent is C1(=CC=CC=C1)C.CC(=O)O (toluene HOAc). Run at time 1 hour. Yields the product FC1=CC=C(C=C1)C1=C(NC2=CC=CC=C12)C1=CC=C(C=C1)S(=O)(=O)C (3-(4-Fluorophenyl)-2-(4-(methylsulfonyl)phenyl)indole). Reaction SMILES: [C:1]1([NH:7]N)[CH:6]=[CH:5][CH:4]=[CH:3][CH:2]=1.[F:9][C:10]1[CH:15]=[CH:14][C:13]([CH2:16][C:17]([C:19]2[CH:24]=[CH:23][C:22]([S:25]([CH3:28])(=[O:27])=[O:26])=[CH:21][CH:20]=2)=O)=[CH:12][CH:11]=1.CSC1C=CC(C=O)=CC=1.FC1C=CC(CCl)=CC=1>C1(C)C=CC=CC=1.CC(O)=O>[F:9][C:10]1[CH:11]=[CH:12][C:13]([C:16]2[C:6]3[C:1](=[CH:2][CH:3]=[CH:4][CH:5]=3)[NH:7][C:17]=2[C:19]2[CH:24]=[CH:23][C:22]([S:25]([CH3:28])(=[O:27])=[O:26])=[CH:21][CH:20]=2)=[CH:14][CH:15]=1 |f:4.5|. Reported procedure: To phenylhydrazine (50 uL) in toluene-HOAc (2:1, 2 mL) was added 2-(4-fluorophenyl)-1-(4-(methylsulfonyl)phenyl)ethanone (105 mg) (prepared from 4-(methylthio)benzaldehyde and 4-fluorobenzyl chloride by the same method as described in Step 1 of Example 4). After 1 hr at 85° C., the reaction mixture was extracted with EtOAc and HCl. After drying over NaSO4 and evaporation in vacuo the title compound was purified by flash chromatography (67 mg). Starting materials: N[C@@H](CCC(=O)O)C(=O)O (L-glutamic acid), CC1([C@@H](N2[C@H](S1)[C@@H](C2=O)NC(=O)[C@@H](C=3C=CC=CC3)N)C(=O)O)C (ampicillin), CC1([C@@H](N2[C@H](S1)[C@@H](C2=O)NC(=O)[C@@H](C=3C=CC=CC3)N)C(=O)O)C (ampicillin), P(=O)(O)([O-])[O-].[K+].[K+] (dipotassium hydrogen phosphate), P(=O)(O)(O)[O-].[K+] (potassium dihydrogen phosphate), S(=O)(=O)([O-])[O-].[NH4+].[NH4+] (ammonium sulfate), C(CC(O)(C(=O)O)CC(=O)O)(=O)O (citric acid), O=C[C@H](O)[C@@H](O)[C@H](O)[C@H](O)CO (glucose), CC1=C(SC=[N+]1CC=2C=NC(=NC2N)C)CCO.Cl.[Cl-] (vitamin B1), O.O.O.O.O.O.O.S(=O)(=O)([O-])[O-].[Mg+2] (magnesium sulfate heptahydrate), N1[C@H](C(=O)O)CCC1 (L-proline), O=C[C@H](O)[C@@H](O)[C@H](O)[C@H](O)CO (glucose), N[C@@H](CCC(N)=O)C(=O)O (L-glutamine), CC1=C(SC=[N+]1CC=2C=NC(=NC2N)C)CCO.Cl.[Cl-] (vitamin B1), O.O.O.O.O.O.O.S(=O)(=O)([O-])[O-].[Mg+2] (magnesium sulfate heptahydrate), [OH-].[Na+] (sodium hydroxide), N[C@@H](CCC(=O)O)C(=O)O (L-glutamic acid), N[C@@H](CCC(N)=O)C(=O)O (L-glutamine). The reagents and catalysts are O.O.O.O.O.O.O.S(=O)(=O)([O-])[O-].[Fe+2] (iron sulfate heptahydrate), O.O.O.O.O.O.O.S(=O)(=O)([O-])[O-].[Fe+2] (iron sulfate heptahydrate). Conditions: time 17 hour. The product is CCN1C=C(C(=O)C2=C1N=C(C=C2)C)C(=O)O (Nalidixic Acid). RXN SMILES: CC1(C)S[C@@H]2[C@H:7]([NH:10][C:11]([C@H:13](N)[C:14]3[CH:15]=[CH:16][CH:17]=[CH:18][CH:19]=3)=O)[C:8](=O)N2[C@H]1C(O)=O.P([O-])([O-])(O)=O.[K+].[K+].P([O-])(O)(O)=O.[K+].S([O-])([O-])(=O)=O.[NH4+].[NH4+].C(O)(=O)CC(CC(O)=O)([C:49]([OH:51])=[O:50])O.O=C[C@@H]([C@H]([C@@H]([C@@H](CO)O)O)O)O.CC1[N+:75](CC2C=NC(C)=NC=2N)=[CH:74]SC=1CCO.Cl.[Cl-].O.O.O.O.O.O.O.S([O-])([O-])(=O)=[O:98].[Mg+2].N1CCC[C@H]1C(O)=O.[OH-].[Na+].N[C@H](C(O)=O)CCC(=O)N.N[C@H](C(O)=O)CCC(O)=O>O.O.O.O.O.O.O.S([O-])([O-])(=O)=O.[Fe+2]>[CH3:8][CH2:7][N:10]1[C:74]2[N:75]=[C:18]([CH3:19])[CH:17]=[CH:16][C:15]=2[C:14](=[O:98])[C:13]([C:49]([OH:51])=[O:50])=[CH:11]1 |f:1.2.3,4.5,6.7.8,11.12.13,14.15.16.17.18.19.20.21.22,24.25,28.29.30.31.32.33.34.35.36|. Reported procedure: 85 mutant strains obtained above were inoculated in a 8 ml LB medium containing 50 μg/ml ampicillin in a large test tube, and cultured at 30° C. for 17 hr. The culture medium was inoculated at 1% in a 8 ml medium containing 100 μg/ml ampicillin [16 g/L dipotassium hydrogen phosphate, 14 g/L potassium dihydrogen phosphate, 5 g/L ammonium sulfate, 1 g/L citric acid (anhydrous), 5 g/L casamino acid (manufactured by Difco), 10 g/L glucose, 10 mg/L vitamin B1, 25 mg/L magnesium sulfate heptahydrate, ... Reactants: CNC(C)O (N-methylaminoethanol), C([O-])([O-])=O.[K+].[K+] (potassium carbonate), C1(=CC=CC=C1)C(C(=O)Cl)C1=CC=CC=C1 (2,2-diphenylacetylchloride). Solvent: CC(=O)C (acetone). Run at time 0.5 hour. The product is OCCN(C(C(C1=CC=CC=C1)C1=CC=CC=C1)=O)C (N-(2-hydroxyethyl)-N-methyl-2,2-diphenylacetamide). Reaction SMILES: [CH3:1][NH:2][CH:3](O)[CH3:4].C(=O)([O-])[O-:7].[K+].[K+].[C:12]1([CH:18]([C:22]2[CH:27]=[CH:26][CH:25]=[CH:24][CH:23]=2)[C:19](Cl)=[O:20])[CH:17]=[CH:16][CH:15]=[CH:14][CH:13]=1>CC(C)=O>[OH:7][CH2:4][CH2:3][N:2]([CH3:1])[C:19](=[O:20])[CH:18]([C:22]1[CH:27]=[CH:26][CH:25]=[CH:24][CH:23]=1)[C:12]1[CH:17]=[CH:16][CH:15]=[CH:14][CH:13]=1 |f:1.2.3|. Procedure: To a mixture of 9 g (0.12 mole) of N-methylaminoethanol and 17 g (0.12 mole) of potassium carbonate in 100 ml of acetone was added 25 g (0.11 mole) 2,2-diphenylacetylchloride. The mixture was stirred for 0.5 hours and then refluxed for 3 hours. The mixture was cooled and filtered. The salt was extracted with 3×125 ml methylene chloride. The collected organic extracts were evaporated. Reactants: [Cl-].[NH4+] (ammonium chloride), O (water), COC(=O)NC=1C=C(C=CC1)[N+](=O)[O-] (3-(methoxycarbonylamino)nitrobenzene). The reagents and catalysts are [Fe] (iron). Run in CC(C)O (2-propanol). Yields the product COC(=O)NC=1C=C(N)C=CC1 (3-(Methoxycarbonylamino)aniline). The yield is 95.3%. RXN SMILES: [Cl-].[NH4+].O.[CH3:4][O:5][C:6]([NH:8][C:9]1[CH:10]=[C:11]([N+:15]([O-])=O)[CH:12]=[CH:13][CH:14]=1)=[O:7]>[Fe].CC(O)C>[CH3:4][O:5][C:6]([NH:8][C:9]1[CH:10]=[C:11]([CH:12]=[CH:13][CH:14]=1)[NH2:15])=[O:7] |f:0.1|. Procedure: After refluxing a mixture of 37 g of iron powder, 1.9 g of ammonium chloride, 33 g of water, 13 g of 3-(methoxycarbonylamino)nitrobenzene, and 260 g of 2-propanol for 30 minutes, the reaction mixture was filtered under suction using sellaite. After extracting the product formed from the filtrate with ethyl acetate followed by washing with water, the product was dried by Glauber's salt. The solvent was distilled off from the product using an evaporator to provide 10.5 g (yield: 95%) of a black oi... Reactants: O=C(O)c1ccc(CBr)cc1, C=C(C)C, CC(C)(C)OC(=O)CCCI. Yields the product CC(C)(C)OC(=O)c1ccc(CBr)cc1. As a reaction SMILES: [Br:1][CH2:2][c:3]1[cH:4][cH:5][c:6]([C:7](=[O:8])[OH:9])[cH:10][cH:11]1.[CH2:23]=[C:24]([CH3:25])[CH3:26].[I:12][CH2:13][CH2:14][CH2:15][C:16]([O:17][C:19]([CH3:20])([CH3:21])[CH3:22])=[O:18]>>[Br:1][CH2:2][c:3]1[cH:4][cH:5][c:6]([C:7](=[O:8])[O:9][C:19]([CH3:20])([CH3:21])[CH3:22])[cH:10][cH:11]1. Reaction SMILES: [Cl:1][C:2]1[CH:3]=[C:4]([CH:12]=[CH:13][C:14]=1[CH:15]1[CH2:20][CH2:19][CH2:18][C:17](=[O:21])[CH2:16]1)[C:5]([O:7][C:8]([CH3:11])([CH3:10])[CH3:9])=[O:6].[Na].[Cl-].[NH4+]>CO>[Cl:1][C:2]1[CH:3]=[C:4]([CH:12]=[CH:13][C:14]=1[CH:15]1[CH2:20][CH2:19][CH2:18][CH:17]([OH:21])[CH2:16]1)[C:5]([O:7][C:8]([CH3:11])([CH3:10])[CH3:9])=[O:6] |f:2.3,^1:21|. Procedure details: To a mixture of tert-butyl 3-chloro-4-(3-oxocyclohexyl)benzoate in anhydrous methanol (50 mL) was added sodium borobydride (1.04 g, 27.40 mmol) at 0° C. The reaction mixture was stirred for 1 hour at 0° C., after which saturated ammonium chloride solution (10 mL) was added. All volatiles were evaporated under reduced pressure, and the residue was partitioned between ethyl acetate (200 mL) and water (20 mL). The organic phase was washed with brine (10 mL), dried over sodium sulfate, and filtered.... Solvent: CO (methanol). The reactants are [Na] (sodium), ClC=1C=C(C(=O)OC(C)(C)C)C=CC1C1CC(CCC1)=O (tert-butyl 3-chloro-4-(3-oxocyclohexyl)benzoate), [Cl-].[NH4+] (ammonium chloride). The yield is 53.0%. Reaction conditions: temperature 0 celsius, time 1 hour. Yields the product ClC=1C=C(C(=O)OC(C)(C)C)C=CC1C1CC(CCC1)O (tert-butyl 3-chloro-4-(3-hydroxycyclohexyl)benzoate). Starting materials: C1(CC1)/C=C/C1=CC(=NC=N1)NC(OC(C)(C)C)=O (tert-butyl N-[6-[(E)-2-cyclopropylvinyl]pyrimidin-4-yl]carbamate), FC(C(=O)O)(F)F (trifluoroacetic acid). Solvent: ClCCl (dichloromethane). Run at temperature 25 celsius, time 16 hour. Yields the product C1(CC1)/C=C/C1=CC(=NC=N1)N (6-[(E)-2-cyclopropylvinyl]pyrimidin-4-amine). As a reaction SMILES: [CH:1]1(/[CH:4]=[CH:5]/[C:6]2[N:11]=[CH:10][N:9]=[C:8]([NH:12]C(=O)OC(C)(C)C)[CH:7]=2)[CH2:3][CH2:2]1.FC(F)(F)C(O)=O>ClCCl>[CH:1]1(/[CH:4]=[CH:5]/[C:6]2[N:11]=[CH:10][N:9]=[C:8]([NH2:12])[CH:7]=2)[CH2:3][CH2:2]1. Procedure details: A solution of tert-butyl N-[6-[(E)-2-cyclopropylvinyl]pyrimidin-4-yl]carbamate (3, 350 mg, 1.34 mmol) in dichloromethane (10 mL) at 0° C., trifluoroacetic acid (1.5 mL, 1.34 mmol) was added and stirred at 25° C. for 16 h. The solvent was removed under reduced pressure and the mixture made basic with the residue with aqueous ammonia. Filtration and washing with diethyl ether provided (6-[(E)-2-cyclopropylvinyl]pyrimidin-4-amine (4) as a brown solid. Yield: 170 mg, 79%; MS (ESI) m/z 162.10 [M+1]+;...